From a dataset of the Open Reaction Database (ORD), a public repository of structured organic reaction records. describe an organic reaction: reactants, conditions, products, and yield The product is OC1=C(OCC(=O)OCC)C=CC(=C1)[N+](=O)[O-] (ethyl (2-hydroxy-4-nitrophenoxy)acetate). Conditions: temperature 72.5 celsius, time 15 minute. Solvent: CN(C)C=O (DMF). As a reaction SMILES: [N+:1]([C:4]1[CH:5]=[C:6]([OH:11])[C:7](=[CH:9][CH:10]=1)[OH:8])([O-:3])=[O:2].C(=O)([O-])[O-].[K+].[K+].Br[CH2:19][C:20]([O:22][CH2:23][CH3:24])=[O:21]>CN(C=O)C>[OH:11][C:6]1[CH:5]=[C:4]([N+:1]([O-:3])=[O:2])[CH:10]=[CH:9][C:7]=1[O:8][CH2:19][C:20]([O:22][CH2:23][CH3:24])=[O:21] |f:1.2.3|. The reactants are C([O-])([O-])=O.[K+].[K+] (potassium carbonate), [N+](=O)([O-])C=1C=C(C(O)=CC1)O (4-Nitrocatechol), BrCC(=O)OCC (ethyl bromoacetate). Procedure details: 4-Nitrocatechol (5 g, 32.2 mmol) was dissolved in DMF (50 ml); thereafter, potassium carbonate (8.9 g, 64.5 mmol) was added and with heating at 70-75° C., ethyl bromoacetate (7.18 ml) was slowly added dropwise, followed by stirring at the same temperature for 15 min. The reaction solution was cooled to room temperature and filtered; after being concentrated under vacuum, the filtrate was diluted with a saturated aqueous solution of sodium bicarbonate (50 ml) and subjected to extraction with ethy...